Dataset: the Open Reaction Database (ORD), a public repository of structured organic reaction records. Task: describe an organic reaction: reactants, conditions, products, and yield Starting materials: C(C)(C)(C)OC(=O)N1CC(CC1)C(C1=CC=CC=C1)O (3-(hydroxyphenylmethyl)pyrrolidine-1-carboxylic acid t-butyl ester), IC1=C(C=CC=C1)C (2-iodotoluene), N1=CC=CC2=CC=C3C=CC=NC3=C12 (1,10-phenanthroline), C(=O)([O-])[O-].[Cs+].[Cs+] (Cs2CO3). The reagents and catalysts are [Cu]I (CuI). The solvent is C1(=CC=CC=C1)C (toluene), C(Cl)Cl (DCM). Conditions: temperature 120 celsius. The product is C(C)(C)(C)OC(=O)N1CC(CC1)C(OC1=C(C=CC=C1)C)C1=CC=CC=C1 (3-(Phenyl-o-tolyloxymethyl)pyrrolidine-1-carboxylic acid t-butyl ester). Isolated yield 72.4%. As a reaction SMILES: [C:1]([O:5][C:6]([N:8]1[CH2:12][CH2:11][CH:10]([CH:13]([OH:20])[C:14]2[CH:19]=[CH:18][CH:17]=[CH:16][CH:15]=2)[CH2:9]1)=[O:7])([CH3:4])([CH3:3])[CH3:2].I[C:22]1[CH:27]=[CH:26][CH:25]=[CH:24][C:23]=1[CH3:28].N1C2C(=CC=C3C=2N=CC=C3)C=CC=1.C([O-])([O-])=O.[Cs+].[Cs+]>C1(C)C=CC=CC=1.C(Cl)Cl.[Cu]I>[C:1]([O:5][C:6]([N:8]1[CH2:12][CH2:11][CH:10]([CH:13]([C:14]2[CH:15]=[CH:16][CH:17]=[CH:18][CH:19]=2)[O:20][C:22]2[CH:27]=[CH:26][CH:25]=[CH:24][C:23]=2[CH3:28])[CH2:9]1)=[O:7])([CH3:4])([CH3:2])[CH3:3] |f:3.4.5|. Procedure: Under air, the RS/SR mixture of enantiomers of 3-(hydroxyphenylmethyl)pyrrolidine-1-carboxylic acid t-butyl ester (156 mg, 0.56 mmol), 2-iodotoluene (144 μl, 1.1 mmol), CuI (22 mg, 112 μmol), 1,10-phenanthroline (41 mg, 224 μmol) and Cs2CO3 (365 mg, 1.1 mmol) in dry toluene (0.5 mL) were combined in a scaled tube and heated at 120° C. for 48 hours. The mixture was cooled to room temperature and diluted with DCM, passed through a pad of Celite. The filtrate was purified by flash chromatography on...